From a dataset of the Open Reaction Database (ORD), a public repository of structured organic reaction records. describe an organic reaction: reactants, conditions, products, and yield Starting materials: COC(NC(C(C)C)C(=O)N1C(CCC1)C=1NC(=CN1)C1=CC=C(C=C1)Br)=O ((1-{2-[5-(4-Bromo-phenyl)-1H-imidazol-2-yl]-pyrrolidine-1-carbonyl}-2-methyl-propyl)-carbamic acid methyl ester), C(C)(C)(C)OC(=O)N1C(CC(C1)=C)C(=O)O (4-Methylene-pyrrolidine-1,2-dicarboxylic acid 1-tert-butyl ester). Product: COC(NC(C(C)C)C(=O)N1C(CC(C1)=C)C=1NC(=CN1)C1=CC=C(C=C1)Br)=O ((1-{2-[5-(4-Bromo-phenyl)-1H-imidazol-2-yl]-4-methylene-pyrrolidine-1-carbonyl}-2-methyl-propyl)-carbamic acid methyl ester). Reaction SMILES: [CH3:1][O:2][C:3](=[O:28])[NH:4][CH:5]([C:9]([N:11]1[CH2:15][CH2:14][CH2:13][CH:12]1[C:16]1[NH:17][C:18]([C:21]2[CH:26]=[CH:25][C:24]([Br:27])=[CH:23][CH:22]=2)=[CH:19][N:20]=1)=[O:10])[CH:6]([CH3:8])[CH3:7].[C:29](OC(N1CC(=C)CC1C(O)=O)=O)(C)(C)C>>[CH3:1][O:2][C:3](=[O:28])[NH:4][CH:5]([C:9]([N:11]1[CH2:15][C:14](=[CH2:29])[CH2:13][CH:12]1[C:16]1[NH:17][C:18]([C:21]2[CH:22]=[CH:23][C:24]([Br:27])=[CH:25][CH:26]=2)=[CH:19][N:20]=1)=[O:10])[CH:6]([CH3:8])[CH3:7]. Procedure details: This compound was prepared using the procedure used to prepare (1-{2-[5-(4-Bromo-phenyl)-1H-imidazol-2-yl]-pyrrolidine-1-carbonyl}-2-methyl-propyl)-carbamic acid methyl ester using 4-Methylene-pyrrolidine-1,2-dicarboxylic acid 1-tert-butyl ester. Reactants: C(C)N1CC(=C(CC1)O[Si](C)(C)C)O[Si](C)(C)C (1-ethyl-1,2,5,6-tetrahydro-3,4-bis(trimethylsilyloxy)-pyridine), Cl.Cl.NCC(=N)N (α-amino-acetamidine dihydrochloride). The product is Cl.Cl.NC=1N=C2C(=NC1)CN(CC2)CC (2-Amino-6-ethyl-5,6,7,8-tetrahydro-pyrido[3,4-b]pyrazine dihydrochloride). As a reaction SMILES: [CH2:1]([N:3]1[CH2:8][CH2:7][C:6](O[Si](C)(C)C)=[C:5](O[Si](C)(C)C)[CH2:4]1)[CH3:2].[ClH:19].Cl.[NH2:21][CH2:22][C:23]([NH2:25])=[NH:24]>>[ClH:19].[ClH:19].[NH2:25][C:23]1[N:24]=[C:6]2[CH2:7][CH2:8][N:3]([CH2:1][CH3:2])[CH2:4][C:5]2=[N:21][CH:22]=1 |f:1.2.3,4.5.6|. Procedure: This compound was prepared analogous to Example 22 from 1-ethyl-1,2,5,6-tetrahydro-3,4-bis(trimethylsilyloxy)-pyridine and α-amino-acetamidine dihydrochloride. Reactants: CC(C)(C)C=1C=CC(=CC1)CCOC2=C3C=CC=CC3=NC=N2 (fenazaquin), CCC1=C(C(=NC=N1)NCCOC2=C(C(=C(C=C2)CCOCC)C)C)Cl (pyrimidifen), CCC=1C(=C(N(N1)C)C(=O)NCC=2C=CC(=CC2)C(C)(C)C)Cl (tebufenpyrad), CC1=NN(C(=C1/C=N\OCC2=CC=C(C=C2)C(=O)OC(C)(C)C)OC3=CC=CC=C3)C (fenpyroximate), CC(C)(C)C=1C=CC(=CC1)CSC2=C(C(=O)N(N=C2)C(C)(C)C)Cl (pyridaben), CCC=1C(=C(N(N1)C)C(=O)NCC=2C=CC(=CC2)OC=3C=CC(=CC3)C)Cl (tolfenpyrad). The product is CC1=CC(=C(C=C1)/N=C/N(/C=N/C2=C(C=C(C=C2)C)C)C)C (amitraz). As a reaction SMILES: CC(C1C=CC(CCO[C:14]2[N:23]=[CH:22][N:21]=C3C=2C=CC=C3)=CC=1)(C)C.CC1C(/C=N\OC[C:34]2[CH:39]=[CH:38][C:37]([C:40](OC(C)(C)C)=O)=[CH:36][CH:35]=2)=C(OC2C=CC=CC=2)N(C)N=1.CC(C1C=CC(CSC2C=N[N:71](C(C)(C)C)[C:69](=O)C=2Cl)=CC=1)(C)C.CCC1N=CN=C(NCCO[C:91]2[CH:96]=[CH:95][C:94]([CH2:97]COCC)=[C:93](C)[C:92]=2[CH3:103])C=1Cl.[CH3:105]CC1C(Cl)=C(C(NCC2C=CC(C(C)(C)C)=CC=2)=O)N(C)N=1.CCC1C(Cl)=C(C(NCC2C=CC(OC3C=CC(C)=CC=3)=CC=2)=O)N(C)N=1>>[CH3:97][C:94]1[CH:95]=[CH:96][C:91](/[N:21]=[CH:22]/[N:23]([CH3:14])/[CH:69]=[N:71]/[C:34]2[CH:35]=[CH:36][C:37]([CH3:40])=[CH:38][C:39]=2[CH3:105])=[C:92]([CH3:103])[CH:93]=1. Reported procedure: METI acaricides and insecticides: fenazaquin, fenpyroximate, pyridaben, pyrimidifen, tebufenpyrad, tolfenpyrad Starting materials: NC=1C(N(C(=CC1)C)CC(=O)OC(C)(C)C)=O (tert-butyl 2-[3-amino-6-methyl-2-oxo-1(2H)-pyridinyl]acetate), C(C1=CC=CC=C1)S(=O)(=O)Cl (benzylsulfonylchloride). Run in N1=CC=CC=C1 (pyridine), C(C)(=O)OCC (ethyl acetate). The product is C(C1=CC=CC=C1)S(=O)(=O)NC=1C(N(C(=CC1)C)CC(=O)OC(C)(C)C)=O (tert-butyl 2-[3-[(benzylsulfonyl)amino]-6-methyl-2-oxo-1(2H)-pyridinyl]acetate). The yield is 53.9%. As a reaction SMILES: [NH2:1][C:2]1[C:3](=[O:17])[N:4]([CH2:9][C:10]([O:12][C:13]([CH3:16])([CH3:15])[CH3:14])=[O:11])[C:5]([CH3:8])=[CH:6][CH:7]=1.[CH2:18]([S:25](Cl)(=[O:27])=[O:26])[C:19]1[CH:24]=[CH:23][CH:22]=[CH:21][CH:20]=1>N1C=CC=CC=1.C(OCC)(=O)C>[CH2:18]([S:25]([NH:1][C:2]1[C:3](=[O:17])[N:4]([CH2:9][C:10]([O:12][C:13]([CH3:16])([CH3:15])[CH3:14])=[O:11])[C:5]([CH3:8])=[CH:6][CH:7]=1)(=[O:27])=[O:26])[C:19]1[CH:24]=[CH:23][CH:22]=[CH:21][CH:20]=1. Reported procedure: To a solution of tert-butyl 2-[3-amino-6-methyl-2-oxo-1(2H)-pyridinyl]acetate (3.04 g, 12.1 mmol) in pyridine (30 mL) cooled to 0° C. was added benzylsulfonylchloride (2.67 g, 15.1 mmol). While stirring of the reaction mixture the precipitate formed. After one hour the solvent was evaporated under reduced pressure and the product was partitioned between dichloromethane and 10% KHSO4 solution. The aqueous phase was extracted with dichloromethane twice. The combined organic phases were dried over ... The reactants are ClC1=C(C=CC(=C1)NC1=NC=NC2=CC=CC(=C12)F)O (2-Chloro-4-[(5-fluoroquinazolin-4-yl)amino]phenol), CNC(C)O (N-methylaminoethanol), CC1=C(C=CC(=C1)NC1=NC=NC2=CC=CC(=C12)OCCNC)O (2-methyl-4-({5-[2-(methylamino)ethoxy]quinazolin-4-yl}amino)phenol). Product: ClC1=C(C=CC(=C1)NC1=NC=NC2=CC=CC(=C12)OCCNC)O (2-Chloro-4-({5-[2-(methylamino)ethoxy]quinazolin-4-yl}amino)phenol). Yield: 96.0%. As a reaction SMILES: [Cl:1][C:2]1[CH:7]=[C:6]([NH:8][C:9]2[C:18]3[C:13](=[CH:14][CH:15]=[CH:16][C:17]=3F)[N:12]=[CH:11][N:10]=2)[CH:5]=[CH:4][C:3]=1[OH:20].CNC(O)C.CC1C=C(NC2C3C(=CC=CC=3[O:44][CH2:45][CH2:46][NH:47][CH3:48])N=CN=2)C=CC=1O>>[Cl:1][C:2]1[CH:7]=[C:6]([NH:8][C:9]2[C:18]3[C:13](=[CH:14][CH:15]=[CH:16][C:17]=3[O:44][CH2:45][CH2:46][NH:47][CH3:48])[N:12]=[CH:11][N:10]=2)[CH:5]=[CH:4][C:3]=1[OH:20]. Procedure details: 2-Chloro-4-[(5-fluoroquinazolin-4-yl)amino]phenol was reacted with N-methylaminoethanol using an analogous process to that described in Example 3 for the preparation of 2-methyl-4-({5-[2-(methylamino)ethoxy]quinazolin-4-yl}amino)phenol, to give 2-Chloro-4-({5-[2-(methylamino)ethoxy]quinazolin-4-yl}amino)phenol in 96% yield; NMR spectrum (DMSO-d6) 2.41 (s, 3H), 3.05 (t, 2H), 4.36 (t, 2H), 6.97 (d, 1H), 7.12 (d, 1H), 7.31 (d, 1H), 7.63 (1H, dd), 7.70 (t, 1H), 7.96 (s, 1H), 8.47 (s, 1H) 10.47 (bs, ... The reactants are CNN, ClCCl, FC(F)(F)c1nc(Cl)c2ccccc2n1. Yields the product CN(N)c1nc(C(F)(F)F)nc2ccccc12. Reaction SMILES: [CH3:16][NH:17][NH2:18].[Cl:19][CH2:20][Cl:21].[Cl:1][c:2]1[n:3][c:4]([C:12]([F:13])([F:14])[F:15])[n:5][c:6]2[cH:7][cH:8][cH:9][cH:10][c:11]12>>[c:2]1([N:17]([CH3:16])[NH2:18])[n:3][c:4]([C:12]([F:13])([F:14])[F:15])[n:5][c:6]2[cH:7][cH:8][cH:9][cH:10][c:11]12. Reactants: solution, B(Br)(Br)Br (BBr3), CO (methanol), ClC1=C(C=CC(=C1)F)C1=C(C=C(S1)C(=O)OC)C1=CC=C(C=C1)OC (Methyl 5-(2-chloro-4-fluorophenyl)-4-(4-methoxyphenyl)thiophene-2-carboxylate). Solvent: C(Cl)Cl (CH2Cl2), C(Cl)Cl (CH2Cl2). The product is ClC1=C(C=CC(=C1)F)C1=C(C=C(S1)C(=O)OC)C1=CC=C(C=C1)O (Methyl 5-(2-chloro-4-fluorophenyl)-4-(4-hydroxyphenyl)thiophene-2-carboxylate). RXN SMILES: [Cl:1][C:2]1[CH:7]=[C:6]([F:8])[CH:5]=[CH:4][C:3]=1[C:9]1[S:13][C:12]([C:14]([O:16][CH3:17])=[O:15])=[CH:11][C:10]=1[C:18]1[CH:23]=[CH:22][C:21]([O:24]C)=[CH:20][CH:19]=1.B(Br)(Br)Br.CO>C(Cl)Cl>[Cl:1][C:2]1[CH:7]=[C:6]([F:8])[CH:5]=[CH:4][C:3]=1[C:9]1[S:13][C:12]([C:14]([O:16][CH3:17])=[O:15])=[CH:11][C:10]=1[C:18]1[CH:23]=[CH:22][C:21]([OH:24])=[CH:20][CH:19]=1. Procedure details: The compound obtained in stage 16D) is added to 100 ml of CH2Cl2, cooling is carried out to −50° C. and 40 ml of a 1M solution of BBr3 in CH2Cl2 are added. The temperature is allowed to return to 20° C. and then 20 ml of methanol are added. The mixture is concentrated to dryness and the residue is taken up in CH2Cl2, washed with water, MgSO4 and concentrated to dryness. After purifying by chromatography on silica (heptane up to heptane/AcOEt 75/25), 4.8 g of the expected compound are obtained. The reactants are CCOC(=O)c1cc2c(OCc3ccccc3)cccc2[nH]1, CCI, CCOC(C)=O, [H-], [Na+], CN(C)C=O. Product: CCOC(=O)c1cc2c(OCc3ccccc3)cccc2n1CC. RXN SMILES: [CH2:1]([CH3:2])[O:3][C:4](=[O:5])[c:6]1[nH:7][c:8]2[cH:9][cH:10][cH:11][c:12]([O:15][CH2:16][c:17]3[cH:18][cH:19][cH:20][cH:21][cH:22]3)[c:13]2[cH:14]1.[CH2:25]([CH3:26])[I:27].[CH3:33][CH2:34][O:35][C:36]([CH3:37])=[O:38].[H-:24].[Na+:23].[O:28]=[CH:29][N:30]([CH3:31])[CH3:32]>>[CH2:1]([CH3:2])[O:3][C:4](=[O:5])[c:6]1[n:7]([CH2:25][CH3:26])[c:8]2[cH:9][cH:10][cH:11][c:12]([O:15][CH2:16][c:17]3[cH:18][cH:19][cH:20][cH:21][cH:22]3)[c:13]2[cH:14]1.